The task is: describe an organic reaction: reactants, conditions, products, and yield. This data is from the Open Reaction Database (ORD), a public repository of structured organic reaction records. The reactants are CCO, CCOC(=O)CCN(C)C(=O)c1ccc(NC(c2oc3ccc(OCCCS(C)(=O)=O)cc3c2C)C2CCCCC2)cc1, [Na+], [OH-]. Product: Cc1c(C(Nc2ccc(C(=O)N(C)CCC(=O)O)cc2)C2CCCCC2)oc2ccc(OCCCS(C)(=O)=O)cc12. RXN SMILES: [CH3:46][CH2:47][OH:48].[CH:1]1([CH:7]([c:8]2[o:9][c:10]3[c:11]([c:12]2[CH3:13])[cH:14][c:15]([O:18][CH2:19][CH2:20][CH2:21][S:22](=[O:23])(=[O:24])[CH3:25])[cH:16][cH:17]3)[NH:26][c:27]2[cH:28][cH:29][c:30]([C:33](=[O:34])[N:35]([CH2:36][CH2:37][C:38](=[O:39])[O:40][CH2:41][CH3:42])[CH3:43])[cH:31][cH:32]2)[CH2:2][CH2:3][CH2:4][CH2:5][CH2:6]1.[Na+:45].[OH-:44]>>[CH:1]1([CH:7]([c:8]2[o:9][c:10]3[c:11]([c:12]2[CH3:13])[cH:14][c:15]([O:18][CH2:19][CH2:20][CH2:21][S:22](=[O:23])(=[O:24])[CH3:25])[cH:16][cH:17]3)[NH:26][c:27]2[cH:28][cH:29][c:30]([C:33](=[O:34])[N:35]([CH2:36][CH2:37][C:38](=[O:39])[OH:40])[CH3:43])[cH:31][cH:32]2)[CH2:2][CH2:3][CH2:4][CH2:5][CH2:6]1. Yields the product C[Si](C)(C)CCOC(=O)N(Cc1ccc(C#N)cc1)CC(O)C(N)CC1CCCCC1. As a reaction SMILES: [C:1](#[N:2])[c:3]1[cH:4][cH:5][c:6]([CH2:7][N:8]([C:9](=[O:10])[O:11][CH2:12][CH2:13][Si:14]([CH3:15])([CH3:16])[CH3:17])[CH2:18][CH:19]([CH:20]([CH2:21][CH:22]2[CH2:23][CH2:24][CH2:25][CH2:26][CH2:27]2)[NH:28][C:29](=[O:30])[O:31][C:32]([CH3:33])([CH3:34])[CH3:35])[OH:36])[cH:37][cH:38]1.[CH3:51][CH2:52][OH:53].[OH2:39].[c:40]1([CH3:41])[c:42]([S:43]([OH:44])(=[O:45])=[O:46])[cH:47][cH:48][cH:49][cH:50]1>>[C:1](#[N:2])[c:3]1[cH:4][cH:5][c:6]([CH2:7][N:8]([C:9](=[O:10])[O:11][CH2:12][CH2:13][Si:14]([CH3:15])([CH3:16])[CH3:17])[CH2:18][CH:19]([CH:20]([CH2:21][CH:22]2[CH2:23][CH2:24][CH2:25][CH2:26][CH2:27]2)[NH2:28])[OH:36])[cH:37][cH:38]1. Starting materials: CC(C)(C)OC(=O)NC(CC1CCCCC1)C(O)CN(Cc1ccc(C#N)cc1)C(=O)OCC[Si](C)(C)C, CCO, O, Cc1ccccc1S(=O)(=O)O. The reactants are OC(CNC(C1=CC=C(C=C1)S(NC1=CC(=C(C=C1)F)C(F)(F)F)(=O)=O)=O)C1OC(OC1)(C)C (4-[N-(4-fluoro-3-trifluoromethylphenyl)sulfamoyl]-benzoic acid-[2-hydroxy-2-(2,2-dimethyl-1,3-dioxolan-4-yl)-ethylamide]). The solvent is CO.O (methanol water). The product is OC(CNC(C1=CC=C(C=C1)S(NC1=CC(=C(C=C1)F)C(F)(F)F)(=O)=O)=O)C(CO)O (4-[N-(4-Fluoro-3-trifluoromethylphenyl)sulfamoyl]-benzoic acid-(2,3,4-trihydroxybutyl)amide). RXN SMILES: [OH:1][CH:2]([CH:28]1[CH2:32][O:31]C(C)(C)[O:29]1)[CH2:3][NH:4][C:5](=[O:27])[C:6]1[CH:11]=[CH:10][C:9]([S:12](=[O:26])(=[O:25])[NH:13][C:14]2[CH:19]=[CH:18][C:17]([F:20])=[C:16]([C:21]([F:24])([F:23])[F:22])[CH:15]=2)=[CH:8][CH:7]=1>CO.O>[OH:1][CH:2]([CH:28]([OH:29])[CH2:32][OH:31])[CH2:3][NH:4][C:5](=[O:27])[C:6]1[CH:11]=[CH:10][C:9]([S:12](=[O:25])(=[O:26])[NH:13][C:14]2[CH:19]=[CH:18][C:17]([F:20])=[C:16]([C:21]([F:24])([F:22])[F:23])[CH:15]=2)=[CH:8][CH:7]=1 |f:1.2|. Procedure details: Analogously to Example 1l(b), 3.8 g (7.5 mmol) of 4-[N-(4-fluoro-3-trifluoromethylphenyl)sulfamoyl]-benzoic acid-[2-hydroxy-2-(2,2-dimethyl-1,3-dioxolan-4-yl)-ethylamide] in methanol/water with cation exchanger is converted into the title compound. 1.74 g=83% of the theoretical yield is obtained as an amorphous solid. The reactants are COC(=O)C(=Cc1c[nH]c2cc(Cl)ccc12)NC(C)=O, CO, Cl, [Na+], [OH-], O. Product: CC(=O)NC(=Cc1c[nH]c2cc(Cl)ccc12)C(=O)O. Reaction SMILES: [CH3:1][O:2][C:3]([C:4](=[CH:5][c:6]1[cH:7][nH:8][c:9]2[cH:10][c:11]([Cl:15])[cH:12][cH:13][c:14]12)[NH:16][C:17]([CH3:18])=[O:19])=[O:20].[CH3:23][OH:24].[ClH:25].[Na+:22].[OH-:21].[OH2:26]>>[O:2]=[C:3]([C:4](=[CH:5][c:6]1[cH:7][nH:8][c:9]2[cH:10][c:11]([Cl:15])[cH:12][cH:13][c:14]12)[NH:16][C:17]([CH3:18])=[O:19])[OH:20].